This data is from the Open Reaction Database (ORD), a public repository of structured organic reaction records. The task is: describe an organic reaction: reactants, conditions, products, and yield Reactants: C(C)(=O)[O-].[Pd+2].C(C)(=O)[O-] (palladium acetate), [Pd] (Pd), C1(=C(C=CC=C1)P(C1=C(C=CC=C1)C)C1=C(C=CC=C1)C)C (tri-o-tolylphosphine), BrC1=CC=C(C=O)C=C1 (4-bromobenzaldehyde), C(C=C)#N (acrylonitrile), C(C)(=O)[O-].[Na+] (sodium acetate). The solvent is CN(C=O)C (N,N-dimethylformamide), O (water), CN(C=O)C (DMF). Run at temperature 120 celsius, time 6 hour. Product: C(C)(=O)[O-].[Pd+2].C(C)(=O)[O-] (palladium acetate), C1(=C(C=CC=C1)P(C1=C(C=CC=C1)C)C1=C(C=CC=C1)C)C (tri-o-tolylphosphine), C(=O)C1=CC=C(C=CC#N)C=C1 (4-formylcinnamonitrile). As a reaction SMILES: [C:1]([O-:4])(=[O:3])[CH3:2].[Pd+2:5].[C:6]([O-:9])(=[O:8])[CH3:7].[Pd].[C:11]1([CH3:32])[CH:16]=[CH:15][CH:14]=[CH:13][C:12]=1[P:17]([C:25]1[CH:30]=[CH:29][CH:28]=[CH:27][C:26]=1[CH3:31])[C:18]1[CH:23]=[CH:22][CH:21]=[CH:20][C:19]=1[CH3:24].Br[C:34]1[CH:41]=[CH:40][C:37]([CH:38]=[O:39])=[CH:36][CH:35]=1.[C:42](#[N:45])[CH:43]=[CH2:44].C([O-])(=O)C.[Na+]>CN(C)C=O.O>[C:1]([O-:4])(=[O:3])[CH3:2].[Pd+2:5].[C:6]([O-:9])(=[O:8])[CH3:7].[C:11]1([CH3:32])[CH:16]=[CH:15][CH:14]=[CH:13][C:12]=1[P:17]([C:25]1[CH:30]=[CH:29][CH:28]=[CH:27][C:26]=1[CH3:31])[C:18]1[CH:23]=[CH:22][CH:21]=[CH:20][C:19]=1[CH3:24].[CH:38]([C:37]1[CH:40]=[CH:41][C:34]([CH:44]=[CH:43][C:42]#[N:45])=[CH:35][CH:36]=1)=[O:39] |f:0.1.2,7.8,11.12.13|. Reported procedure: A stock solution of 0.0561 g (2.5×10-4 mol) of palladium acetate and 0.304 g (10-3 mol) of tri-o-tolylphosphine in 100 ml of N,N-dimethylformamide (DMF) is prepared under argon. 1 ml of stock solution [containing 0.000561 g (2.5×10-6 mol) of palladium acetate, Pd content=0.01 mol %, and 0.00304 g (10-5 mol) of tri-o-tolylphosphine], 4.63 g (25 mmols) of 4-bromobenzaldehyde, 2.08 ml (31.25 mmols) of acrylonitrile and 2.56 g (31.25 mmols) of anhydrous sodium acetate are then added, under argon, to... Starting materials: C1CCOC1, COC(=O)C(C)(c1ccc(Cl)cc1)c1ccc(Cl)cc1, CO, O. The product is CC(C(=O)O)(c1ccc(Cl)cc1)c1ccc(Cl)cc1. RXN SMILES: [CH2:21]1[O:22][CH2:23][CH2:24][CH2:25]1.[CH3:1][O:2][C:3]([C:4]([CH3:5])([c:6]1[cH:7][cH:8][c:9]([Cl:12])[cH:10][cH:11]1)[c:13]1[cH:14][cH:15][c:16]([Cl:19])[cH:17][cH:18]1)=[O:20].[CH3:27][OH:28].[OH2:26]>>[O:2]=[C:3]([C:4]([CH3:5])([c:6]1[cH:7][cH:8][c:9]([Cl:12])[cH:10][cH:11]1)[c:13]1[cH:14][cH:15][c:16]([Cl:19])[cH:17][cH:18]1)[OH:20]. Starting materials: Cl.C1C(CCN2CCC3=C(C12)C=CC=C3)NC(=O)NC(C3=CC=CC=C3)=O (1-(1,3,4,6,7,11b-Hexahydro-2H-benzo[a]quinolizin-2-yl)-3-benzoylurea hydrochloride). Run in [OH-].[Na+] (sodium hydroxide). The product is C1C(CCN2CCC3=C(C12)C=CC=C3)NC(=O)N (1,3,4,6,7,11b -Hexahydro-2H-benzoquinolizin-2-ylurea). Isolated yield 73.8%. As a reaction SMILES: Cl.[CH2:2]1[CH:11]2[N:6]([CH2:7][CH2:8][C:9]3[CH:15]=[CH:14][CH:13]=[CH:12][C:10]=32)[CH2:5][CH2:4][CH:3]1[NH:16][C:17]([NH:19]C(=O)C1C=CC=CC=1)=[O:18]>[OH-].[Na+]>[CH2:2]1[CH:11]2[N:6]([CH2:7][CH2:8][C:9]3[CH:15]=[CH:14][CH:13]=[CH:12][C:10]=32)[CH2:5][CH2:4][CH:3]1[NH:16][C:17]([NH2:19])=[O:18] |f:0.1,2.3|. Procedure details: 1-(1,3,4,6,7,11b-Hexahydro-2H-benzo[a]quinolizin-2-yl)-3-benzoylurea hydrochloride (0.98 g) was refluxed in 2N sodium hydroxide solution (50 ml) for 4 hours. The solution was filtered and the residue washed with water, then ethanol, and finally ether before drying to give the title compound (0.46 g) melting point 235° C. C14H19N3O requires: C, 68.54%; H, 7.81%; N, 17.13%. Found: C, 68.53%; H, 7.79%; N, 17.33%. The reactants are CCOC(=O)c1cc2c(-c3cccc(F)c3)n[nH]c2cc1NC(C)=O, CCO, Cl, [Na+], [OH-]. Product: CC(=O)Nc1cc2[nH]nc(-c3cccc(F)c3)c2cc1C(=O)O. RXN SMILES: [CH2:1]([CH3:2])[O:3][C:4](=[O:5])[c:6]1[cH:7][c:8]2[c:9](-[c:19]3[cH:20][c:21]([F:25])[cH:22][cH:23][cH:24]3)[n:10][nH:11][c:12]2[cH:13][c:14]1[NH:15][C:16]([CH3:17])=[O:18].[CH3:27][CH2:28][OH:29].[ClH:26].[Na+:31].[OH-:30]>>[O:3]=[C:4]([OH:5])[c:6]1[cH:7][c:8]2[c:9](-[c:19]3[cH:20][c:21]([F:25])[cH:22][cH:23][cH:24]3)[n:10][nH:11][c:12]2[cH:13][c:14]1[NH:15][C:16]([CH3:17])=[O:18]. The reactants are CCCC[Sn](CCCC)(CCCC)c1cccc(C#N)c1, COC(=O)c1cc(I)c(C(F)(F)F)cc1NC(C)=O, C1COCCO1, c1ccc(P(c2ccccc2)(c2ccccc2)[Pd](P(c2ccccc2)(c2ccccc2)c2ccccc2)(P(c2ccccc2)(c2ccccc2)c2ccccc2)P(c2ccccc2)(c2ccccc2)c2ccccc2)cc1. Yields the product COC(=O)c1cc(-c2cccc(C#N)c2)c(C(F)(F)F)cc1NC(C)=O. RXN SMILES: [CH2:20]([Sn:21]([CH2:22][CH2:23][CH2:24][CH3:33])([c:25]1[cH:26][c:27]([C:28]#[N:29])[cH:30][cH:31][cH:32]1)[CH2:34][CH2:35][CH2:36][CH3:37])[CH2:38][CH2:39][CH3:40].[CH3:1][O:2][C:3]([c:4]1[c:5]([NH:15][C:16]([CH3:17])=[O:18])[cH:6][c:7]([C:11]([F:12])([F:13])[F:14])[c:8]([I:10])[cH:9]1)=[O:19].[O:41]1[CH2:42][CH2:43][O:44][CH2:45][CH2:46]1.[cH:47]1[cH:48][cH:49][c:50]([P:51]([Pd:52]([P:53]([c:54]2[cH:55][cH:56][cH:57][cH:58][cH:59]2)([c:60]2[cH:61][cH:62][cH:63][cH:64][cH:65]2)[c:66]2[cH:67][cH:68][cH:69][cH:70][cH:71]2)([P:72]([c:73]2[cH:74][cH:75][cH:76][cH:77][cH:78]2)([c:79]2[cH:80][cH:81][cH:82][cH:83][cH:84]2)[c:85]2[cH:86][cH:87][cH:88][cH:89][cH:90]2)[P:91]([c:92]2[cH:93][cH:94][cH:95][cH:96][cH:97]2)([c:98]2[cH:99][cH:100][cH:101][cH:102][cH:103]2)[c:104]2[cH:105][cH:106][cH:107][cH:108][cH:109]2)([c:110]2[cH:111][cH:112][cH:113][cH:114][cH:115]2)[c:116]2[cH:117][cH:118][cH:119][cH:120][cH:121]2)[cH:122][cH:123]1>>[CH3:1][O:2][C:3]([c:4]1[c:5]([NH:15][C:16]([CH3:17])=[O:18])[cH:6][c:7]([C:11]([F:12])([F:13])[F:14])[c:8](-[c:25]2[cH:26][c:27]([C:28]#[N:29])[cH:30][cH:31][cH:32]2)[cH:9]1)=[O:19].